describe an organic reaction: reactants, conditions, products, and yield From a dataset of the Open Reaction Database (ORD), a public repository of structured organic reaction records. Reactants: [Al+3], COc1ccc2c(N3CCN(CC#N)CC3)cccc2c1, [Cl-], [H-], [H-], [H-], [H-], [Li+], [NH4+], C1CCOC1, O. Yields the product COc1ccc2c(N3CCN(CCN)CC3)cccc2c1. Reaction SMILES: [Al+3:23].[CH3:1][O:2][c:3]1[cH:4][c:5]2[cH:6][cH:7][cH:8][c:9]([N:13]3[CH2:14][CH2:15][N:16]([CH2:19][C:20]#[N:21])[CH2:17][CH2:18]3)[c:10]2[cH:11][cH:12]1.[Cl-:29].[H-:22].[H-:25].[H-:26].[H-:27].[Li+:24].[NH4+:30].[O:31]1[CH2:32][CH2:33][CH2:34][CH2:35]1.[OH2:28]>>[CH3:1][O:2][c:3]1[cH:4][c:5]2[cH:6][cH:7][cH:8][c:9]([N:13]3[CH2:14][CH2:15][N:16]([CH2:19][CH2:20][NH2:21])[CH2:17][CH2:18]3)[c:10]2[cH:11][cH:12]1.